From a dataset of the Open Reaction Database (ORD), a public repository of structured organic reaction records. describe an organic reaction: reactants, conditions, products, and yield Starting materials: CC1=C(C(CC1)C(=C)C)CC(C=O)(C)C (1-Methyl-2-(2,2-dimethyl-2-formylethyl)-3-isopropenylcyclopent-1-ene), CC(C)[O-].CC(C)[O-].CC(C)[O-].[Al+3] (aluminum triisopropylate). Solvent: C(C)(C)O (isopropanol). Product: CC1=C(C(CC1)C(=C)C)CC(CO)(C)C (1-Methyl-2-(2,2-dimethyl-3-hydroxypropyl)-3-isopropenylcyclopent-1-ene). Reaction SMILES: [CH3:1][C:2]1[CH2:6][CH2:5][CH:4]([C:7]([CH3:9])=[CH2:8])[C:3]=1[CH2:10][C:11]([CH3:15])([CH3:14])[CH:12]=[O:13].CC([O-])C.CC([O-])C.CC([O-])C.[Al+3]>C(O)(C)C>[CH3:1][C:2]1[CH2:6][CH2:5][CH:4]([C:7]([CH3:9])=[CH2:8])[C:3]=1[CH2:10][C:11]([CH3:15])([CH3:14])[CH2:12][OH:13] |f:1.2.3.4|. Procedure: 103 g (0.5 mole) of the product from Example 1 were reduced with 60 g of isopropanol and 20 g of aluminum triisopropylate by the Meerwein-Ponndorf method. The conversion was 78% and the yield of the above compound (for characteristics thereof, see Example 3), based on the above conversion, was 73%. The reactants are ClCCl, Cc1ccc(N)cc1I, O=N[O-], [Na+], O, O=S(=O)(O)O. Yields the product Cc1ccc(O)cc1I. As a reaction SMILES: [Cl:19][CH2:20][Cl:21].[I:6][c:7]1[cH:8][c:9]([NH2:10])[cH:11][cH:12][c:13]1[CH3:14].[N:15](=[O:16])[O-:17].[Na+:18].[OH2:22].[S:1](=[O:2])(=[O:3])([OH:4])[OH:5]>>[I:6][c:7]1[cH:8][c:9]([OH:16])[cH:11][cH:12][c:13]1[CH3:14]. Starting materials: CCOC(=O)c1c(-c2ccccc2C)c2cc3c(cc2n(C)c1=O)CCC3, CCO, Cl, [K+], [OH-], O. Product: Cc1ccccc1-c1c(C(=O)O)c(=O)n(C)c2cc3c(cc12)CCC3. RXN SMILES: [CH3:1][n:2]1[c:3](=[O:27])[c:4]([C:22](=[O:23])[O:24][CH2:25][CH3:26])[c:5](-[c:15]2[c:16]([CH3:21])[cH:17][cH:18][cH:19][cH:20]2)[c:6]2[cH:7][c:8]3[c:9]([cH:10][c:11]12)[CH2:12][CH2:13][CH2:14]3.[CH3:30][CH2:31][OH:32].[ClH:33].[K+:29].[OH-:28].[OH2:34]>>[CH3:1][n:2]1[c:3](=[O:27])[c:4]([C:22](=[O:23])[OH:24])[c:5](-[c:15]2[c:16]([CH3:21])[cH:17][cH:18][cH:19][cH:20]2)[c:6]2[cH:7][c:8]3[c:9]([cH:10][c:11]12)[CH2:12][CH2:13][CH2:14]3. Starting materials: Cn1cc(Br)ccc1=O, CC(c1ccc(B2OC(C)(C)C(C)(C)O2)cc1)N1CCC(CC(C)(C)C#N)(c2ccc(F)cc2)OC1=O. The product is CC(c1ccc(-c2ccc(=O)n(C)c2)cc1)N1CCC(CC(C)(C)C#N)(c2ccc(F)cc2)OC1=O. As a reaction SMILES: [Br:38][c:39]1[cH:40][cH:41][c:42](=[O:46])[n:43]([CH3:45])[cH:44]1.[F:1][c:2]1[cH:3][cH:4][c:5]([C:8]2([CH2:32][C:33]([C:34]#[N:35])([CH3:36])[CH3:37])[CH2:9][CH2:10][N:11]([CH:15]([CH3:16])[c:17]3[cH:18][cH:19][c:20]([B:23]4[O:24][C:25]([CH3:26])([CH3:27])[C:28]([CH3:29])([CH3:30])[O:31]4)[cH:21][cH:22]3)[C:12](=[O:14])[O:13]2)[cH:6][cH:7]1>>[F:1][c:2]1[cH:3][cH:4][c:5]([C:8]2([CH2:32][C:33]([C:34]#[N:35])([CH3:36])[CH3:37])[CH2:9][CH2:10][N:11]([CH:15]([CH3:16])[c:17]3[cH:18][cH:19][c:20](-[c:39]4[cH:40][cH:41][c:42](=[O:46])[n:43]([CH3:45])[cH:44]4)[cH:21][cH:22]3)[C:12](=[O:14])[O:13]2)[cH:6][cH:7]1. The reactants are ClCCCC#C (5-chloropent-1-yne), O1CCCC1 (THF), O(C1=CC=CC=C1)CCCC#C (5-Phenoxypent-1-yne), [H][H] (hydrogen), [H-].[Na+] (sodium hydride), C1(=CC=CC=C1)O (phenol), O1CCCC1 (tetrahydrofuran), 167896d, resultant solution. Run in CCCCCC (n-hexane), O (water), CN(P(N(C)C)(N(C)C)=O)C (hexamethylphosphoric triamide). Conditions: temperature 80 celsius. The product is O(C1=CC=CC=C1)CCCCCC1=CC=C(CO)C=C1 (4-(5-Phenoxypentyl)benzyl alcohol). Isolated yield 69.0%. Reaction SMILES: [O:1]([CH2:8][CH2:9][CH2:10][C:11]#[CH:12])[C:2]1[CH:7]=[CH:6][CH:5]=[CH:4][CH:3]=1.[H-].[Na+].[C:15]1(O)[CH:20]=[CH:19][CH:18]=[CH:17][CH:16]=1.[H][H].ClCCCC#C.[O:30]1CCC[CH2:31]1>CCCCCC.O.CN(C)P(=O)(N(C)C)N(C)C>[O:1]([CH2:8][CH2:9][CH2:10][CH2:11][CH2:12][C:18]1[CH:19]=[CH:20][C:15]([CH2:31][OH:30])=[CH:16][CH:17]=1)[C:2]1[CH:7]=[CH:6][CH:5]=[CH:4][CH:3]=1 |f:1.2|. Procedure: 5-Phenoxypent-1-yne--The process described by the Swiss patent [Chem. Abstr. 93: 167896d) was used. Thus, a mixture of 2.8 g sodium hydride, 5.51 g phenol in 40 mL dry tetrahydrofuran (THF) was stirred at 0° C. under argon until hydrogen evolution ceased. To the resultant solution was added 10 mL dry hexamethylphosphoric triamide (HMPA) followed by a solution containing 5-chloropent-1-yne (4.85 g) in 5 mL THF. The solution was heated at 80° C. for 3 days. The cooled (ambient temperature) mixture... The reactants are O=C(OOC(=O)c1ccccc1)c1ccccc1, O=C([O-])[O-], ClC(Cl)(Cl)Cl, Cl, Cc1cc(F)c2c(c1)B(O)OC2(C)C, [Na+], [Na+], O=C1CCC(=O)N1Br. Yields the product CC1(C)OB(O)c2cc(C=O)cc(F)c21. RXN SMILES: [C:15]([O:16][O:17][C:18](=[O:19])[c:20]1[cH:21][cH:23][cH:24][cH:25][cH:26]1)(=[O:22])[c:27]1[cH:28][cH:29][cH:30][cH:31][cH:32]1.[C:41](=[O:42])([O-:43])[O-:44].[Cl:48][C:49]([Cl:50])([Cl:51])[Cl:52].[ClH:47].[F:1][c:2]1[cH:3][c:4]([CH3:14])[cH:5][c:6]2[c:10]1[C:9]([CH3:11])([CH3:12])[O:8][B:7]2[OH:13].[Na+:45].[Na+:46].[O:33]=[C:34]1[N:35]([Br:36])[C:37](=[O:38])[CH2:39][CH2:40]1>>[F:1][c:2]1[cH:3][c:4]([CH:14]=[O:22])[cH:5][c:6]2[c:10]1[C:9]([CH3:11])([CH3:12])[O:8][B:7]2[OH:13]. Reactants: Cl (hydrochloric acid), C1(=CC=CC=C1)C1=NN(C=C1CCC(=O)OCC)CC=1C=NC(=CC1)OCC1=NC2=CC=CC=C2C=C1 (ethyl 3-[3-phenyl-1-[6-(2-quinolylmethoxy)-3-pyridylmethyl]-1H-pyrazol-4-yl]propionate), [OH-].[Na+] (sodium hydroxide), O1CCCC1 (tetrahydrofuran). Solvent: C(C)O (ethanol). Run at time 2 hour. Product: C1(=CC=CC=C1)C1=NN(C=C1CCC(=O)O)CC=1C=NC(=CC1)OCC1=NC2=CC=CC=C2C=C1 (3-[3-phenyl-1-(6-(2-quinolylmethoxy)-3-pyridylmethyl]-1H-pyrazol-4-yl]propionic acid). Isolated yield 79.8%. Reaction SMILES: [C:1]1([C:7]2[C:11]([CH2:12][CH2:13][C:14]([O:16]CC)=[O:15])=[CH:10][N:9]([CH2:19][C:20]3[CH:21]=[N:22][C:23]([O:26][CH2:27][C:28]4[CH:37]=[CH:36][C:35]5[C:30](=[CH:31][CH:32]=[CH:33][CH:34]=5)[N:29]=4)=[CH:24][CH:25]=3)[N:8]=2)[CH:6]=[CH:5][CH:4]=[CH:3][CH:2]=1.[OH-].[Na+].O1CCCC1.Cl>C(O)C>[C:1]1([C:7]2[C:11]([CH2:12][CH2:13][C:14]([OH:16])=[O:15])=[CH:10][N:9]([CH2:19][C:20]3[CH:21]=[N:22][C:23]([O:26][CH2:27][C:28]4[CH:37]=[CH:36][C:35]5[C:30](=[CH:31][CH:32]=[CH:33][CH:34]=5)[N:29]=4)=[CH:24][CH:25]=3)[N:8]=2)[CH:2]=[CH:3][CH:4]=[CH:5][CH:6]=1 |f:1.2|. Procedure details: After a mixture of ethyl 3-[3-phenyl-1-[6-(2-quinolylmethoxy)-3-pyridylmethyl]-1H-pyrazol-4-yl]propionate (650 mg), 1N aqueous sodium hydroxide solution (3 ml), tetrahydrofuran (6 ml) and ethanol (6 ml) was stirred at room temperature for 2 hours, 1 N hydrochloric acid (3 ml) was added to the mixture, and then the mixture was extracted with ethyl acetate. The ethyl acetate layer was washed with saturated aqueous sodium chloride solution, dried (MgSO4) and concentrated. The resulting colorless cr... RXN SMILES: [C:1]([CH2:3][CH2:4][C:5]([C:18]1[CH:23]=[CH:22][C:21]([F:24])=[CH:20][CH:19]=1)([C:11]1[CH:16]=[CH:15][C:14]([F:17])=[CH:13][CH:12]=1)[C:6]([O:8]CC)=O)#[N:2]>N.CO.CO.[Ni]>[F:24][C:21]1[CH:22]=[CH:23][C:18]([C:5]2([C:11]3[CH:16]=[CH:15][C:14]([F:17])=[CH:13][CH:12]=3)[CH2:4][CH2:3][CH2:1][NH:2][C:6]2=[O:8])=[CH:19][CH:20]=1 |f:1.2|. Reactants: C(#N)CCC(C(=O)OCC)(C1=CC=C(C=C1)F)C1=CC=C(C=C1)F (ethyl 4-cyano-2,2-bis(4-fluorophenyl)butanoate), stainless steel. The solvent is N.CO (ammonia methanol), CO (methanol). Procedure details: The product from Example 90A (560 mg, 1.700 mmol) as a solution in 7 M ammonia/methanol (20 mL) was added to solvent-washed Raney®-nickel (2800 mg, 47.7 mmol) in a 250 mL stainless steel pressure bottle and stirred at room temperature for 24 hours under hydrogen (30 pounds per square inch). The mixture was filtered through a nylon membrane and was concentrated. The residue was dissolved in methanol/dichloromethane (1:1), filtered and concentrated to give a solid which was slurried in methanol, f... Product: FC1=CC=C(C=C1)C1(C(NCCC1)=O)C1=CC=C(C=C1)F (3,3-bis(4-fluorophenyl)piperidin-2-one). Reaction conditions: time 24 hour. The reagents and catalysts are [Ni] (nickel). Starting materials: sec-Buthyllithium solution, Cl (HCl), C1(=CC=CC=C1)[Si](C1=CC2=C(OC3=C2C=C(C=C3)[Si](C3=CC=CC=C3)(C3=CC=CC=C3)C3=CC=CC=C3)C=C1)(C1=CC=CC=C1)C1=CC=CC=C1 (2,8-di-(triphenylsilyl)-dibenzofuran), CN(C)C=O (DMF). Solvent: C1CCCCC1 (cyclohexane), C1CCOC1 (THF). Run at temperature 45 celsius, time 15 minute. Product: C1(=CC=CC=C1)[Si](C1=CC2=C(OC3=C2C=C(C=C3)[Si](C3=CC=CC=C3)(C3=CC=CC=C3)C3=CC=CC=C3)C(=C1)C=O)(C1=CC=CC=C1)C1=CC=CC=C1 (2,8-di-(triphenylsilyl)-dibenzofuran-4-carboxaldehyde). Yield: 30.2%. RXN SMILES: [C:1]1([Si:7]([C:46]2[CH:51]=[CH:50][CH:49]=[CH:48][CH:47]=2)([C:40]2[CH:45]=[CH:44][CH:43]=[CH:42][CH:41]=2)[C:8]2[CH:39]=[CH:38][C:11]3[O:12][C:13]4[CH:18]=[CH:17][C:16]([Si:19]([C:32]5[CH:37]=[CH:36][CH:35]=[CH:34][CH:33]=5)([C:26]5[CH:31]=[CH:30][CH:29]=[CH:28][CH:27]=5)[C:20]5[CH:25]=[CH:24][CH:23]=[CH:22][CH:21]=5)=[CH:15][C:14]=4[C:10]=3[CH:9]=2)[CH:6]=[CH:5][CH:4]=[CH:3][CH:2]=1.CN([CH:55]=[O:56])C.Cl>C1COCC1.C1CCCCC1>[C:32]1([Si:19]([C:20]2[CH:25]=[CH:24][CH:23]=[CH:22][CH:21]=2)([C:26]2[CH:31]=[CH:30][CH:29]=[CH:28][CH:27]=2)[C:16]2[CH:17]=[C:18]([CH:55]=[O:56])[C:13]3[O:12][C:11]4[CH:38]=[CH:39][C:8]([Si:7]([C:1]5[CH:2]=[CH:3][CH:4]=[CH:5][CH:6]=5)([C:40]5[CH:41]=[CH:42][CH:43]=[CH:44][CH:45]=5)[C:46]5[CH:47]=[CH:48][CH:49]=[CH:50][CH:51]=5)=[CH:9][C:10]=4[C:14]=3[CH:15]=2)[CH:33]=[CH:34][CH:35]=[CH:36][CH:37]=1. Reported procedure: 1 g (1.46 mmol) 2,8-di-(triphenylsilyl)-dibenzofuran are dissolved in 100 ml dry THF at 45° C. and 10 ml of 1.4 M sec-Buthyllithium solution in cyclohexane is added. After stirring for 15 min. at 45° C., 2 ml of dry DMF is added; the reaction mixture is stirred for 1 h. 100 ml of 0.5 M HCl is added to quench the reaction. The product is extracted with ethylacetate and purified by column chromatography on silica gel with heptane:ethylacetate (3:1) as an eluent. 2,8-di-(triphenylsilyl)-dibenzofura...